Dataset: the Open Reaction Database (ORD), a public repository of structured organic reaction records. Task: describe an organic reaction: reactants, conditions, products, and yield Reactants: CCCCc1ccc(C#Cc2ccc(CN(Cc3ccc(OCC(=O)OC)cc3)C(=O)c3n[nH]c4ccccc34)cc2)cc1, C1CCOC1, CO, [Na+], [OH-]. Product: CCCCc1ccc(C#Cc2ccc(CN(Cc3ccc(OCC(=O)O)cc3)C(=O)c3n[nH]c4ccccc34)cc2)cc1. As a reaction SMILES: [CH2:1]([CH2:2][CH2:3][CH3:4])[c:5]1[cH:6][cH:7][c:8]([C:11]#[C:12][c:13]2[cH:14][cH:15][c:16]([CH2:17][N:18]([C:19](=[O:20])[c:21]3[n:22][nH:23][c:24]4[cH:25][cH:26][cH:27][cH:28][c:29]34)[CH2:30][c:31]3[cH:32][cH:33][c:34]([O:35][CH2:36][C:37](=[O:38])[O:39][CH3:40])[cH:41][cH:42]3)[cH:43][cH:44]2)[cH:9][cH:10]1.[CH2:49]1[O:50][CH2:51][CH2:52][CH2:53]1.[CH3:47][OH:48].[Na+:46].[OH-:45]>>[CH2:1]([CH2:2][CH2:3][CH3:4])[c:5]1[cH:6][cH:7][c:8]([C:11]#[C:12][c:13]2[cH:14][cH:15][c:16]([CH2:17][N:18]([C:19](=[O:20])[c:21]3[n:22][nH:23][c:24]4[cH:25][cH:26][cH:27][cH:28][c:29]34)[CH2:30][c:31]3[cH:32][cH:33][c:34]([O:35][CH2:36][C:37](=[O:38])[OH:39])[cH:41][cH:42]3)[cH:43][cH:44]2)[cH:9][cH:10]1. The reactants are BrB(Br)Br, CCCS(=O)(=O)Nc1cc(OC)ccc1C, ClCCl. Yields the product CCCS(=O)(=O)Nc1cc(O)ccc1C. RXN SMILES: [B:17]([Br:18])([Br:19])[Br:20].[CH3:1][O:2][c:3]1[cH:4][cH:5][c:6]([CH3:16])[c:7]([NH:9][S:10](=[O:11])(=[O:12])[CH2:13][CH2:14][CH3:15])[cH:8]1.[Cl:21][CH2:22][Cl:23]>>[OH:2][c:3]1[cH:4][cH:5][c:6]([CH3:16])[c:7]([NH:9][S:10](=[O:11])(=[O:12])[CH2:13][CH2:14][CH3:15])[cH:8]1. The reactants are CC(C)(C)N1N=C(C2=C1N=C(C=C2C(=O)OCC)O)C (Ethyl 1-(1,1-dimethylethyl)-3-methyl-6-hydroxy-1H-pyrazolo[3,4-b]pyridine-4-carboxylate), P(=O)(Cl)(Cl)Cl (phosphorus oxychloride). Product: ClC=1C=C(C2=C(N1)NN=C2C)C(=O)OC (Methyl 6-chloro-3-methyl-1H-pyrazolo[3,4-b]pyridine-4-carboxylate). RXN SMILES: CC([N:5]1[C:9]2[N:10]=[C:11](O)[CH:12]=[C:13]([C:14]([O:16][CH2:17]C)=[O:15])[C:8]=2[C:7]([CH3:20])=[N:6]1)(C)C.P(Cl)(Cl)([Cl:23])=O>>[Cl:23][C:11]1[CH:12]=[C:13]([C:14]([O:16][CH3:17])=[O:15])[C:8]2[C:7]([CH3:20])=[N:6][NH:5][C:9]=2[N:10]=1. Reported procedure: Ethyl 1-(1,1-dimethylethyl)-3-methyl-6-hydroxy-1H-pyrazolo[3,4-b]pyridine-4-carboxylate (2 g, 7.21 mmol) and phosphorus oxychloride (10 ml, 107 mmol) were heated at 100° C. for 32 hours. Ice was added and the contents were extracted with EtOAc. The combined organic layers were washed with brine, dried over MgSO4, filtered, and concentrated in vacuo. The crude residue was purified via silica gel chromatography (eluent: 0% to 50% gradient EtOAc:Hex). The product was collected as 310 mg. 1H NMR (40... The reactants are N(CC(=O)NCC(=O)N[C@@H](C(C)C)C(=O)N[C@@H](CC(C)C)C(=O)O)C(=O)OC(C)(C)C (Boc-Gly-Gly-Val-Leu-OH), N[C@@H](C(C)C)C(=O)N[C@@H](CCC(N)=O)C(=O)N1[C@H](C(=O)NCC(=O)OC(C)(C)C)CCC1 (H-Val-Gln-Pro-Gly-OtBu), Cl (HCl), O1CCOCC1 (dioxane), peptide, C(CCl)Cl (EDC). Solvent: CC(=O)N(C)C (DMA), O (water). Conditions: temperature -5 celsius. Product: NCC(=O)NCC(=O)N[C@@H](C(C)C)C(=O)N[C@@H](CC(C)C)C(=O)N[C@@H](C(C)C)C(=O)N[C@@H](CCC(N)=O)C(=O)N1[C@H](C(=O)NCC(=O)O)CCC1 (H-Gly-Gly-Val-Leu-Val-Gln-Pro-Gly-OH). RXN SMILES: [NH:1](C(OC(C)(C)C)=O)[CH2:2][C:3]([NH:5][CH2:6][C:7]([NH:9][C@H:10]([C:14]([NH:16][C@H:17]([C:22](O)=[O:23])[CH2:18][CH:19]([CH3:21])[CH3:20])=[O:15])[CH:11]([CH3:13])[CH3:12])=[O:8])=[O:4].[NH2:32][C@H:33]([C:37]([NH:39][C@H:40]([C:46]([N:48]1CC[CH2:61][C@H:49]1[C:50]([NH:52][CH2:53][C:54]([O:56]C(C)(C)C)=[O:55])=[O:51])=[O:47])[CH2:41][CH2:42][C:43](=[O:45])[NH2:44])=[O:38])[CH:34]([CH3:36])[CH3:35].[CH2:64](Cl)[CH2:65]Cl.Cl.O1CCOCC1>CC(N(C)C)=O.O>[NH2:1][CH2:2][C:3]([NH:5][CH2:6][C:7]([NH:9][C@H:10]([C:14]([NH:16][C@H:17]([C:22]([NH:32][C@H:33]([C:37]([NH:39][C@H:40]([C:46]([N:48]1[CH2:65][CH2:64][CH2:61][C@H:49]1[C:50]([NH:52][CH2:53][C:54]([OH:56])=[O:55])=[O:51])=[O:47])[CH2:41][CH2:42][C:43](=[O:45])[NH2:44])=[O:38])[CH:34]([CH3:35])[CH3:36])=[O:23])[CH2:18][CH:19]([CH3:21])[CH3:20])=[O:15])[CH:11]([CH3:12])[CH3:13])=[O:8])=[O:4]. Procedure: Boc-Gly-Gly-Val-Leu-OH (1.0 eq.) (SEQ ID NO 17), H-Val-Gln-Pro-Gly-OtBu (SEQ ID NO 18) (1.0 eq.) and Hobt (1.1 eq.) were dissolved in DMA at room temperature until a clear solution was obtained. The solution was cooled to about −5° C. and EDC (1.1 eq.) was added to the solution to initiate the coupling. The mixture was stirred at −5° C. until completion of the coupling (progress of reaction was followed by HPLC). The reaction mixture was diluted by addition of water what made the peptide precipi... Reactants: [N+](=O)([O-])C=1C=C2C(=NC1)C=NN2 (6-Nitro-1H-pyrazolo[4,3-b]pyridine), [OH-].[Na+] (sodium hydroxide), N(=O)[O-].[Na+] (sodium nitrite), CC1=NC=C(C=C1N)[N+](=O)[O-] (2-methyl-5-nitropyridin-3-amine). Run in O (Water), C(C)(=O)OCC (ethyl acetate), O (water), C(C)(=O)O (acetic acid). Conditions: time 16 hour. Yields the product O1C(CCCC1)N1N=CC2=NC=C(C=C21)N (1-(Tetrahydro-2H-pyran-2-yl)-1H-pyrazolo[4,3-b]pyridin-6-amine). As a reaction SMILES: [N+:1]([C:4]1[CH:5]=[C:6]2[NH:12][N:11]=[CH:10][C:7]2=[N:8][CH:9]=1)([O-])=O.N([O-])=O.[Na+].[CH3:17][C:18]1[C:23](N)=[CH:22][C:21]([N+]([O-])=O)=CN=1.[OH-:28].[Na+]>O.C(O)(=O)C.C(OCC)(=O)C>[O:28]1[CH2:21][CH2:22][CH2:23][CH2:18][CH:17]1[N:12]1[C:6]2[C:7](=[N:8][CH:9]=[C:4]([NH2:1])[CH:5]=2)[CH:10]=[N:11]1 |f:1.2,4.5|. Reported procedure: 6-Nitro-1H-pyrazolo[4,3-b]pyridine. A solution of sodium nitrite (2.163 g, 31.3 mmol) in water (20 mL) was added to a stirred solution of 2-methyl-5-nitropyridin-3-amine (4 g, 26.1 mmol) in acetic acid (70 mL). The resulting orange solution was stirred at room temperature for 16 h. The reaction was cooled to 0° C. and the reaction mixture was brought to pH=7 via addition of aqueous sodium hydroxide (6 M). Water and ethyl acetate were added. The resulting mixture was shaken in a reparatory funnel...